This data is from the Open Reaction Database (ORD), a public repository of structured organic reaction records. The task is: describe an organic reaction: reactants, conditions, products, and yield The reactants are COCCOC1=CC=CC2=C1C(CO2)NC2=NC1=CC=C(C=C1C=C2)N (rac-N2-[4-(2-Methoxy-ethoxy)-2,3-dihydro-benzofuran-3-yl]-quinoline-2,6-diamine), ClC(=O)OC1=CC=C(C=C1)[N+](=O)[O-] (4-nitrophenyl chloroformate), Cl.Cl.C(C)(C)N1CCC(CC1)N (1-isopropyl-piperidin-4-ylamine dihydrochloride). Yields the product C(C)(C)N1CCC(CC1)NC(=O)NC=1C=C2C=CC(=NC2=CC1)NC1COC2=C1C(=CC=C2)OCCOC (rac-1-(1-Isopropyl-piperidin-4-yl)-3-{2-[4-(2-methoxy-ethoxy)-2,3-dihydro-benzofuran-3-ylamino]-quinolin-6-yl}-urea), solid. Yield: 71.0%. As a reaction SMILES: [CH3:1][O:2][CH2:3][CH2:4][O:5][C:6]1[C:11]2[CH:12]([NH:15][C:16]3[CH:25]=[CH:24][C:23]4[C:18](=[CH:19][CH:20]=[C:21]([NH2:26])[CH:22]=4)[N:17]=3)[CH2:13][O:14][C:10]=2[CH:9]=[CH:8][CH:7]=1.Cl[C:28](OC1C=CC([N+]([O-])=O)=CC=1)=[O:29].Cl.Cl.[CH:42]([N:45]1[CH2:50][CH2:49][CH:48]([NH2:51])[CH2:47][CH2:46]1)([CH3:44])[CH3:43]>>[CH:42]([N:45]1[CH2:50][CH2:49][CH:48]([NH:51][C:28]([NH:26][C:21]2[CH:22]=[C:23]3[C:18](=[CH:19][CH:20]=2)[N:17]=[C:16]([NH:15][CH:12]2[C:11]4[C:6]([O:5][CH2:4][CH2:3][O:2][CH3:1])=[CH:7][CH:8]=[CH:9][C:10]=4[O:14][CH2:13]2)[CH:25]=[CH:24]3)=[O:29])[CH2:47][CH2:46]1)([CH3:44])[CH3:43] |f:2.3.4|. Procedure: The title compound was prepared from rac-N2-[4-(2-methoxy-ethoxy)-2,3-dihydro-benzofuran-3-yl]-quinoline-2,6-diamine (Example 174) (200 mg, 0.57 mmol), 4-nitrophenyl chloroformate (115 mg, 0.57 mmol) and 1-isopropyl-piperidin-4-ylamine dihydrochloride (CAS no: 534596-29-7) (122 mg, 0.57 mmol) in accordance with the general method 4 described in example 170 step C and was obtained as an off-white solid (210 mg, 71%); MS: m/e=520.5 (M+H+). Reactants: CCO, Cl, N#CCc1ccccc1[N+](=O)[O-]. Product: Cl, CCOC(=N)Cc1ccccc1[N+](=O)[O-]. RXN SMILES: [CH3:14][CH2:15][OH:16].[ClH:13].[N+:1](=[O:2])([O-:3])[c:4]1[c:5]([CH2:10][C:11]#[N:12])[cH:6][cH:7][cH:8][cH:9]1>>[ClH:13].[N+:1](=[O:2])([O-:3])[c:4]1[c:5]([CH2:10][C:11](=[NH:12])[O:16][CH2:15][CH3:14])[cH:6][cH:7][cH:8][cH:9]1.